From a dataset of the Open Reaction Database (ORD), a public repository of structured organic reaction records. describe an organic reaction: reactants, conditions, products, and yield Product: ClC=1N=C(C2=C(N1)N(C=C2C#N)COCC[Si](C)(C)C)OC2CC(C2)NC(OC(C)(C)C)=O (tert-butyl {3-[(2-chloro-5-cyano-7-{[2-(trimethylsilyl)ethoxy]methyl}-7H-pyrrolo[2,3-d]pyrimidin-4-yl)oxy]cyclobutyl}carbamate). Run in C1CCOC1 (THF). As a reaction SMILES: [Cl:1][C:2]1[N:3]=[C:4](Cl)[C:5]2[C:10]([C:11]#[N:12])=[CH:9][N:8]([CH2:13][O:14][CH2:15][CH2:16][Si:17]([CH3:20])([CH3:19])[CH3:18])[C:6]=2[N:7]=1.[OH:22][CH:23]1[CH2:26][CH:25]([NH:27][C:28](=[O:34])[O:29][C:30]([CH3:33])([CH3:32])[CH3:31])[CH2:24]1.C[Si]([N-][Si](C)(C)C)(C)C.[K+]>C1COCC1>[Cl:1][C:2]1[N:3]=[C:4]([O:22][CH:23]2[CH2:24][CH:25]([NH:27][C:28](=[O:34])[O:29][C:30]([CH3:32])([CH3:31])[CH3:33])[CH2:26]2)[C:5]2[C:10]([C:11]#[N:12])=[CH:9][N:8]([CH2:13][O:14][CH2:15][CH2:16][Si:17]([CH3:20])([CH3:19])[CH3:18])[C:6]=2[N:7]=1 |f:2.3|. The reactants are OC1CC(C1)NC(OC(C)(C)C)=O (tert-butyl (3-hydroxycyclobutyl)carbamate), C[Si](C)(C)[N-][Si](C)(C)C.[K+] (KHMDS), ClC=1N=C(C2=C(N1)N(C=C2C#N)COCC[Si](C)(C)C)Cl (2,4-dichloro-7-{[2-(trimethylsilyl)ethoxy]methyl}-7H-pyrrolo[2,3-d]pyrimidine-5-carbonitrile). Conditions: time 1 hour. Yield: 73.4%. Reported procedure: To a solution of 2,4-dichloro-7-{[2-(trimethylsilyl)ethoxy]methyl}-7H-pyrrolo[2,3-d]pyrimidine-5-carbonitrile (481 mg, 1.4 mmol) in THF (12 mL) was added a 1:1 cis:trans mixture of tert-butyl (3-hydroxycyclobutyl)carbamate (see Radchenko et al., Journal of Organic Chemistry, 75(17):5941-5952 (2010)) (288 mg, 1.54 mmol) and KHMDS (419 mg, 2.1 mmol). The reaction solution was stirred at rt for 1 hr. The reaction was quenched with brine (5 mL), then partitioned between EtOAc (120 mL) and water (30 ... The reactants are CC(C)[O-], CC(=O)O, COC(=O)c1c([N+](=O)[O-])cccc1S(=O)(=O)NCCN(C)C, CC(C)O, Cl, [Na+]. The product is CC(C)OC(=O)c1c([N+](=O)[O-])cccc1S(=O)(=O)NCCN(C)C, Cl. RXN SMILES: [CH3:24][CH:25]([O-:26])[CH3:27].[CH3:29][C:30](=[O:31])[OH:32].[CH3:2][N:3]([CH2:4][CH2:5][NH:6][S:7](=[O:8])(=[O:9])[c:10]1[c:11]([C:12](=[O:13])[O:14][CH3:15])[c:16]([N+:20](=[O:21])[O-:22])[cH:17][cH:18][cH:19]1)[CH3:23].[CH:33]([OH:34])([CH3:35])[CH3:36].[ClH:1].[Na+:28]>>[CH3:2][N:3]([CH2:4][CH2:5][NH:6][S:7](=[O:8])(=[O:9])[c:10]1[c:11]([C:12](=[O:13])[O:26][CH:25]([CH3:24])[CH3:27])[c:16]([N+:20](=[O:21])[O-:22])[cH:17][cH:18][cH:19]1)[CH3:23].[ClH:1]. Reactants: ClC1=CC=C(C=C1)[C@@H]1N=C(N([C@@H]1C1=CC=C(C=C1)Cl)C(=O)Cl)C1=C(C=C(C=C1)C(C)(C)C#N)OCC ((4S,5R)-4,5-bis-(4-chloro-phenyl)-2-[4-(cyano-dimethyl-methyl)-2-ethoxy-phenyl]-4,5-dihydro-imidazole-1-carbonyl chloride), N1(CCOCC1)C(CN1CCNCC1)=O (1-morpholin-4-yl-2-piperazin-1-yl-ethanone). Yields the product ClC1=CC=C(C=C1)[C@@H]1N=C(N([C@@H]1C1=CC=C(C=C1)Cl)C(=O)N1CCN(CC1)CC(=O)N1CCOCC1)C1=C(C=C(C=C1)C(C#N)(C)C)OCC (2-(4-{(4S,5R)-4,5-Bis-(4-chloro-phenyl)-1-[4-(2-morpholin-4-yl-2-oxo-ethyl)-piperazine-1-carbonyl]-4,5-dihydro-1H-imidazol-2-yl}-3-ethoxy-phenyl)-2-methyl-propionitrile). Reaction SMILES: [Cl:1][C:2]1[CH:7]=[CH:6][C:5]([C@H:8]2[C@@H:12]([C:13]3[CH:18]=[CH:17][C:16]([Cl:19])=[CH:15][CH:14]=3)[N:11]([C:20](Cl)=[O:21])[C:10]([C:23]3[CH:28]=[CH:27][C:26]([C:29]([C:32]#[N:33])([CH3:31])[CH3:30])=[CH:25][C:24]=3[O:34][CH2:35][CH3:36])=[N:9]2)=[CH:4][CH:3]=1.[N:37]1([C:43](=[O:51])[CH2:44][N:45]2[CH2:50][CH2:49][NH:48][CH2:47][CH2:46]2)[CH2:42][CH2:41][O:40][CH2:39][CH2:38]1>>[Cl:1][C:2]1[CH:3]=[CH:4][C:5]([C@H:8]2[C@@H:12]([C:13]3[CH:14]=[CH:15][C:16]([Cl:19])=[CH:17][CH:18]=3)[N:11]([C:20]([N:48]3[CH2:49][CH2:50][N:45]([CH2:44][C:43]([N:37]4[CH2:38][CH2:39][O:40][CH2:41][CH2:42]4)=[O:51])[CH2:46][CH2:47]3)=[O:21])[C:10]([C:23]3[CH:28]=[CH:27][C:26]([C:29]([CH3:30])([CH3:31])[C:32]#[N:33])=[CH:25][C:24]=3[O:34][CH2:35][CH3:36])=[N:9]2)=[CH:6][CH:7]=1. Procedure: 2-(4-{(4S,5R)-4,5-Bis-(4-chloro-phenyl)-1-[4-(2-morpholin-4-yl-2-oxo-ethyl)-piperazine-1-carbonyl]-4,5-dihydro-1H-imidazol-2-yl}-3-ethoxy-phenyl)-2-methyl-propionitrile was prepared from (4S,5R)-4,5-bis-(4-chloro-phenyl)-2-[4-(cyano-dimethyl-methyl)-2-ethoxy-phenyl]-4,5-dihydro-imidazole-1-carbonyl chloride (example 12j) and 1-morpholin-4-yl-2-piperazin-1-yl-ethanone (Oakwood Products) in an analogous manner as described in example 25. LR-MS: 717.3 [(M+H)+] Reaction conditions: temperature 120 celsius. Isolated yield 68.0%. Procedure: Compound ii (210 mg, 0.53 mmol) and N-ethylurea (93 mg, 1.1 mmol) were dissolved in degassed dioxane (2 mL) under an atmosphere of nitrogen. Sodium tert-butoxide (102 mg, 1.1 mmol), X-phos (2-(Dicyclohexylphosphino)-2′,4′,6′-tri-1-propyl-1,1′-biphenyl, 50 mg, 0.1 mmol) and palladium(0)bis(dibenzylideneacetone) (50 mg, 0.05 mmol) were added sequentially. The mixture was heated at 120° C. in a microwave reactor for 60 min. The mixture was cooled to RT, filtered then evaporated to dryness. The resi... The solvent is O1CCOCC1 (dioxane). Yields the product C(C)NC(NC1=NC=C(C(=C1)NC1=CC=C(C(=O)OCC)C=C1)C(NC=1C=NC=CC1)=O)=O (Ethyl 4-(2-(3-ethylureido)-5-(pyridin-3-ylcarbamoyl)pyridin-4-ylamino)benzoate), solid. Reaction SMILES: Cl[C:2]1[CH:7]=[C:6]([NH:8][C:9]2[CH:19]=[CH:18][C:12]([C:13]([O:15][CH2:16][CH3:17])=[O:14])=[CH:11][CH:10]=2)[C:5]([C:20](=[O:28])[NH:21][C:22]2[CH:23]=[N:24][CH:25]=[CH:26][CH:27]=2)=[CH:4][N:3]=1.[CH2:29]([NH:31][C:32]([NH2:34])=[O:33])[CH3:30].CC(C)([O-])C.[Na+].CC(C1C=C(C(C)C)C(C2C=CC=CC=2P(C2CCCCC2)C2CCCCC2)=C(C(C)C)C=1)C>O1CCOCC1>[CH2:29]([NH:31][C:32](=[O:33])[NH:34][C:2]1[CH:7]=[C:6]([NH:8][C:9]2[CH:19]=[CH:18][C:12]([C:13]([O:15][CH2:16][CH3:17])=[O:14])=[CH:11][CH:10]=2)[C:5]([C:20](=[O:28])[NH:21][C:22]2[CH:23]=[N:24][CH:25]=[CH:26][CH:27]=2)=[CH:4][N:3]=1)[CH3:30] |f:2.3|. The reactants are ClC1=NC=C(C(=C1)NC1=CC=C(C(=O)OCC)C=C1)C(NC=1C=NC=CC1)=O (Ethyl 4-[[2-chloro-5-(3-pyridylcarbamoyl)-4-pyridyl]amino]benzoate), C(C)NC(=O)N (N-ethylurea), CC(C)([O-])C.[Na+] (Sodium tert-butoxide), CC(C)C1=CC(=C(C(=C1)C(C)C)C2=C(C=CC=C2)P(C3CCCCC3)C4CCCCC4)C(C)C (X-phos), palladium(0)bis(dibenzylideneacetone). Starting materials: C(C)(C)(C)OC(=O)N1CCC(CC1)NC1=C(C=C(C=C1)Cl)CCC(=O)OCC (4-[4-Chloro-2-(2-ethoxycarbonyl-ethyl)-phenylamino]-piperidine-1-carboxylic acid tert-butyl ester), [OH-].[Na+] (NaOH). The solvent is CO (MeOH), CO (MeOH), O (water). The product is C(C)(C)(C)OC(=O)N1CCC(CC1)NC1=C(C=C(C=C1)Cl)CCC(=O)O (4-[2-(2-Carboxy-ethyl)-4-chloro-phenylamino]-piperidine-1-carboxylic Acid tert-butyl ester). The yield is 73.3%. As a reaction SMILES: [C:1]([O:5][C:6]([N:8]1[CH2:13][CH2:12][CH:11]([NH:14][C:15]2[CH:20]=[CH:19][C:18]([Cl:21])=[CH:17][C:16]=2[CH2:22][CH2:23][C:24]([O:26]CC)=[O:25])[CH2:10][CH2:9]1)=[O:7])([CH3:4])([CH3:3])[CH3:2].[OH-].[Na+]>CO.O>[C:1]([O:5][C:6]([N:8]1[CH2:13][CH2:12][CH:11]([NH:14][C:15]2[CH:20]=[CH:19][C:18]([Cl:21])=[CH:17][C:16]=2[CH2:22][CH2:23][C:24]([OH:26])=[O:25])[CH2:10][CH2:9]1)=[O:7])([CH3:4])([CH3:2])[CH3:3] |f:1.2|. Procedure details: 4-[4-Chloro-2-(2-ethoxycarbonyl-ethyl)-phenylamino]-piperidine-1-carboxylic acid tert-butyl ester (5.7 g, 13.9 mmol) was set stirring in MeOH (40 mL). A solution of NaOH (1.4 g, 34.7 mmol) in water (10 mL) was added and the mixture stirred at room temperature. After 3 h the mixture was acidified to pH 7 and MeOH was evaporated. The aqueous layer was extracted with CH2Cl2 (3×100 mL). The organics were combined, dried over Na2SO4 and concentrated to afford 3.9 g (73%) of the desired product. TLC (...